This data is from the Open Reaction Database (ORD), a public repository of structured organic reaction records. The task is: describe an organic reaction: reactants, conditions, products, and yield Reactants: ClC1=NC=C(C(=N1)NC1=CC2=C(C=C1)OCCO2)F (2-chloro-5-fluoro-N-(3,4-ethylenedioxyphenyl)-4-pyrimidineamine), OC(COC1=CC=C(N)C=C1)CO (4-(2,3-dihydroxypropoxy)aniline). The product is OC(COC1=CC=C(C=C1)NC1=NC=C(C(=N1)NC1=CC2=C(C=C1)OCCO2)F)CO (N2-[4-(2,3-dihydroxypropoxy)phenyl]-N4-(3,4-ethylenedioxyphenyl)-5-fluoro-2,4-pyrimidinediamine). Reaction SMILES: Cl[C:2]1[N:7]=[C:6]([NH:8][C:9]2[CH:14]=[CH:13][C:12]3[O:15][CH2:16][CH2:17][O:18][C:11]=3[CH:10]=2)[C:5]([F:19])=[CH:4][N:3]=1.[OH:20][CH:21]([CH2:31][OH:32])[CH2:22][O:23][C:24]1[CH:30]=[CH:29][C:27]([NH2:28])=[CH:26][CH:25]=1>>[OH:20][CH:21]([CH2:31][OH:32])[CH2:22][O:23][C:24]1[CH:30]=[CH:29][C:27]([NH:28][C:2]2[N:7]=[C:6]([NH:8][C:9]3[CH:14]=[CH:13][C:12]4[O:15][CH2:16][CH2:17][O:18][C:11]=4[CH:10]=3)[C:5]([F:19])=[CH:4][N:3]=2)=[CH:26][CH:25]=1. Reported procedure: In like manner to the preparation of N4-(3,4-ethylenedioxyphenyl)-5-fluoro-N2-(3-hydroxyphenyl)-2,4-pyrimidinediamine, 2-chloro-5-fluoro-N-(3,4-ethylenedioxyphenyl)-4-pyrimidineamine and 4-(2,3-dihydroxypropoxy)aniline were reacted to produce N2-[4-(2,3-dihydroxypropoxy)phenyl]-N4-(3,4-ethylenedioxyphenyl)-5-fluoro-2,4-pyrimidinediamine. 1H NMR (DMSO-d6): δ 9.09 (s, 1H), 8.95 (s, 1H), 7.98 (d, 1H, J=3.5 Hz), 7.51 (d, 2H, J=8.8 Hz), 7.32 (d, 1H, J=2.3 Hz), 7.17 (dd, 1H, J=2.3 and 8.8 Hz), 6.77 (d... Starting materials: NC(C#C)(CC)CC (3-amino-3-ethyl-1-pentyne), FC=1C(=C2/C(/C(NC2=CC1)=O)=C/C1=C(N=CN1)C)I ((Z)-1,3-dihydro-5-fluoro-4-iodo-3-[(4-methyl-1H-imidazol-5-yl)methylene]-2H-indol-2-one), FC=1C(=C2/C(/C(NC2=CC1)=O)=C/C1=C(N=CN1)C)I ((Z)-1,3-dihydro-5-fluoro-4-iodo-3-[(4-methyl-1H-imidazol-5-yl)methylene]-2H-indol-2-one). The reagents and catalysts are C=1C=CC(=CC1)[P](C=2C=CC=CC2)(C=3C=CC=CC3)[Pd]([P](C=4C=CC=CC4)(C=5C=CC=CC5)C=6C=CC=CC6)([P](C=7C=CC=CC7)(C=8C=CC=CC8)C=9C=CC=CC9)[P](C=1C=CC=CC1)(C=1C=CC=CC1)C=1C=CC=CC1 ((Ph3P)4Pd). The solvent is CCN(CC)CC (Et3N), CN(C)C=O (DMF). Product: NC(C#CC1=C2/C(/C(NC2=CC=C1F)=O)=C/C1=C(N=CN1)C)(CC)CC ((Z)-4-[3-amino-3-ethyl-1-pentynyl]-1,3-dihydro-5-fluoro-3-[(4-methyl-1H-imidazol-5-yl)methylene]-2H-indol-2-one). RXN SMILES: [NH2:1][C:2]([CH2:7][CH3:8])([CH2:5][CH3:6])[C:3]#[CH:4].[F:9][C:10]1[C:11](I)=[C:12]2[C:16](=[CH:17][CH:18]=1)[NH:15][C:14](=[O:19])/[C:13]/2=[CH:20]\[C:21]1[NH:25][CH:24]=[N:23][C:22]=1[CH3:26]>C1C=CC([P]([Pd]([P](C2C=CC=CC=2)(C2C=CC=CC=2)C2C=CC=CC=2)([P](C2C=CC=CC=2)(C2C=CC=CC=2)C2C=CC=CC=2)[P](C2C=CC=CC=2)(C2C=CC=CC=2)C2C=CC=CC=2)(C2C=CC=CC=2)C2C=CC=CC=2)=CC=1.CN(C=O)C.CCN(CC)CC>[NH2:1][C:2]([CH2:7][CH3:8])([CH2:5][CH3:6])[C:3]#[C:4][C:11]1[C:10]([F:9])=[CH:18][CH:17]=[C:16]2[C:12]=1/[C:13](=[CH:20]/[C:21]1[NH:25][CH:24]=[N:23][C:22]=1[CH3:26])/[C:14](=[O:19])[NH:15]2 |^1:31,33,52,71|. Procedure details: Using Method C above, 3-amino-3-ethyl-1-pentyne (37.6 mg, 0.34 mmol) (Aldrich) was coupled with (Z)-1,3-dihydro-5-fluoro-4-iodo-3-[(4-methyl-1H-imidazol-5-yl)methylene]-2H-indol-2-one (Starting Material 3 supra) (50 mg, 0.135 mmol) using (Ph3P)4Pd (16 mg) and Cul (3 mg) as catalyst in DMF (3 mL) and Et3N (3 mL) as solvent at 80° C. for 6 h to give (Z)-4-[3-amino-3-ethyl-1-pentynyl]-1,3-dihydro-5-fluoro-3-[(4-methyl-1H-imidazol-5-yl)methylene]-2H-indol-2-one. (Yield 45 mg, 95%).